Dataset: the Open Reaction Database (ORD), a public repository of structured organic reaction records. Task: describe an organic reaction: reactants, conditions, products, and yield Starting materials: CC1=C(N=CN1)CSCCN (2-(5-methyl-4-imidazolylmethylthio)ethylamine), [N+](=O)([O-])NC1=NC=C(C(N1)=O)CC=1SC(=CC1)CN(C)C (2-nitroamino-5-(5-dimethylaminomethyl-2-thienylmethyl)-4-pyrimidone). The solvent is C(C)O (ethanol). The product is CC1=C(N=CN1)CSCCNC1=NC=C(C(N1)=O)CC=1SC(=CC1)CN(C)C (2-[2-(5-methyl-4-imidazolyl-methylthio)ethylamino]-5-(5-dimethylaminomethyl-2-thienylmethyl)-4-pyrimidone). RXN SMILES: [CH3:1][C:2]1[NH:6][CH:5]=[N:4][C:3]=1[CH2:7][S:8][CH2:9][CH2:10][NH2:11].[N+](N[C:16]1[NH:21][C:20](=[O:22])[C:19]([CH2:23][C:24]2[S:25][C:26]([CH2:29][N:30]([CH3:32])[CH3:31])=[CH:27][CH:28]=2)=[CH:18][N:17]=1)([O-])=O>C(O)C>[CH3:1][C:2]1[NH:6][CH:5]=[N:4][C:3]=1[CH2:7][S:8][CH2:9][CH2:10][NH:11][C:16]1[NH:21][C:20](=[O:22])[C:19]([CH2:23][C:24]2[S:25][C:26]([CH2:29][N:30]([CH3:31])[CH3:32])=[CH:27][CH:28]=2)=[CH:18][N:17]=1. Reported procedure: A mixture of 2-(5-methyl-4-imidazolylmethylthio)ethylamine (1.37 g) and 2-nitroamino-5-(5-dimethylaminomethyl-2-thienylmethyl)-4-pyrimidone (2.32 g) in ethanol was heated under reflux for 48 hrs. The ethanol was evaporated at reduced pressure yielding 2-[2-(5-methyl-4-imidazolyl-methylthio)ethylamino]-5-(5-dimethylaminomethyl-2-thienylmethyl)-4-pyrimidone as a glassy residue which was washed with hot water by decantation. The residue was dissolved in isopropanol and a solution of ethanolic hydro... The reactants are C12C(C3C1C(=O)OC3=O)C(=O)OC2=O (cyclobutane-1,2,3,4-tetracarboxylic dianhydride), [Na][Na] (disodium), P(=O)(O)(O)CNCC(=O)O (N-phosphonomethylglycine), anhydride, O (water). Yields the product C(=O)(O)CN(C(=O)C1C(C(C1C(=O)O)C(=O)O)C(=O)O)CP(=O)(O)O (N-carboxymethyl-N-phosphonomethyl-2,3,4-tricarboxycyclobutanecarboxamide), monohydrate. As a reaction SMILES: [Na][Na].[P:3]([CH2:7][NH:8][CH2:9][C:10]([OH:12])=[O:11])([OH:6])([OH:5])=[O:4].[CH:13]12[C:25](=[O:26])[O:24][C:22](=[O:23])[CH:14]1[CH:15]1[C:20](=[O:21])[O:19][C:17](=[O:18])[CH:16]12.[OH2:27]>>[C:10]([CH2:9][N:8]([CH2:7][P:3]([OH:6])([OH:5])=[O:4])[C:17]([CH:16]1[CH:15]([C:20]([OH:19])=[O:21])[CH:14]([C:22]([OH:27])=[O:23])[CH:13]1[C:25]([OH:24])=[O:26])=[O:18])([OH:12])=[O:11]. Procedure details: To a 28.6 grams (0.03 mole) portion of the disodium salt of N-phosphonomethylglycine, prepared as described in previous examples, there is added 4.2 grams (0.015 mole) of cyclobutane-1,2,3,4-tetracarboxylic dianhydride. A pH of about 8 is maintained with periodic additions of alkali, and further anhydride, in 4.2 grams and 1.0 gram portions, are added to complete the reaction. The reaction mixture is diluted with water and passed through a column of ion exchange resin in the acid form. The secon... Reactants: O1CCC=C1 (dihydrofuran), C1(=CC=CC=2SC3=CC=CC=C3NC12)C=CC(=O)O (phenothiazine Acrylic acid), C=CC1=CC=NC=C1.Cl (poly(4-vinylpyridine hydrochloride)). Product: C(C=C)(=O)OC1OCCC1 (2-tetrahydrofuranyl acrylate). RXN SMILES: [O:1]1[CH:5]=[CH:4][CH2:3][CH2:2]1.C1([CH:20]=[CH:21][C:22]([OH:24])=[O:23])C2NC3C(=CC=CC=3)SC=2C=CC=1.C=CC1C=CN=CC=1.Cl>>[C:22]([O:24][CH:5]1[CH2:4][CH2:3][CH2:2][O:1]1)(=[O:23])[CH:21]=[CH2:20] |f:2.3|. Procedure: To a 100 mL 3-neck round bottom flask equipped with a stir bar, condenser, and addition funnel was added 39 mL of dihydrofuran (FW 70.09, d=0.927), and 0.18 g of phenothiazine Acrylic acid (19 mL, FW 72.06, d=1.05) was added dropwise slowly with stirring. A mild exotherm (55° C.) occurred. After cooling to room temperature, 0.415 g of poly(4-vinylpyridine hydrochloride) was added and the reaction was stirred overnight. The acid catalyst was then filtered off and 0.2 g each of calcium hydride and... Starting materials: ice water, [OH-].[Na+] (NaOH), CC(CNC(C1=CC=C(C=C1)C(F)(F)F)=O)(C)C1=CC=CC=C1 (N-(2-methyl-2-phenylpropyl)-4-(trifluoromethyl)benzamide), O=P12OP3(=O)OP(=O)(O1)OP(=O)(O2)O3 (phosphorus pentaoxide), P(=O)(Cl)(Cl)Cl (phosphorous oxychloride). Solvent: C1(=CC=CC=C1)C (toluene). Run at temperature 110 celsius. The product is CC1(CN=C(C2=CC=CC=C12)C1=CC=C(C=C1)C(F)(F)F)C (4,4-Dimethyl-1-(4-(trifluoromethyl)phenyl)-3,4-dihydroisoquinoline). RXN SMILES: [CH3:1][C:2]([C:18]1[CH:23]=[CH:22][CH:21]=[CH:20][CH:19]=1)([CH3:17])[CH2:3][NH:4][C:5](=O)[C:6]1[CH:11]=[CH:10][C:9]([C:12]([F:15])([F:14])[F:13])=[CH:8][CH:7]=1.O=P12OP3(OP(OP(O3)(O1)=O)(=O)O2)=O.P(Cl)(Cl)(Cl)=O.[OH-].[Na+]>C1(C)C=CC=CC=1>[CH3:1][C:2]1([CH3:17])[C:18]2[C:23](=[CH:22][CH:21]=[CH:20][CH:19]=2)[C:5]([C:6]2[CH:11]=[CH:10][C:9]([C:12]([F:15])([F:14])[F:13])=[CH:8][CH:7]=2)=[N:4][CH2:3]1 |f:3.4|. Reported procedure: A 100-mL round-bottomed flask was charged with N-(2-methyl-2-phenylpropyl)-4-(trifluoromethyl)benzamide (2.69 g, 8.39 mmol), phosphorus pentaoxide (1.88 g, 16.8 mmol), toluene (40 mL) and phosphorous oxychloride (6.3 mL, 67.1 mmol). The reaction mixture was heated at 110° C. for 16 h and allowed to cool down to RT. Then it was poured over ice-water and neutralized with NaOH (10%). The organic phase was taken and the aqueous phase was extracted several times with EtOAc. The combined organic layer... The reactants are Cl.C(=O)(O)CN[C@H](C(C1=CC=CC=C1)C1=CC=CC=C1)C(=O)N1[C@H](C(=O)NCC=2C=C3C=CN=C(C3=CC2)N)CCC1 (N-(carboxymethyl)-β-phenyl-D-phenylalanyl-N-[(1-amino-6-isoquinolyl)methyl]-L-pro-linamide hydrochloride), C(CC)O (n-propanol), S(=O)(Cl)Cl (thionyl chloride). Run in ClCCl (dichloromethane). Run at time 3 day. Yields the product Cl.Cl.C(CC)OC(CN[C@H](C(C1=CC=CC=C1)C1=CC=CC=C1)C(=O)N1[C@H](C(=O)NCC=2C=C3C=CN=C(C3=CC2)N)CCC1)=O (N-(2-propoxy-2-oxoethyl)-β-phenyl-D-phenylalanyl-N-[(1-amino-6-isoquinolyl)methyl]-L-prolinamide dihydrochloride). As a reaction SMILES: [ClH:1].[C:2]([CH2:5][NH:6][C@@H:7]([C:21]([N:23]1[CH2:42][CH2:41][CH2:40][C@H:24]1[C:25]([NH:27][CH2:28][C:29]1[CH:30]=[C:31]2[C:36](=[CH:37][CH:38]=1)[C:35]([NH2:39])=[N:34][CH:33]=[CH:32]2)=[O:26])=[O:22])[CH:8]([C:15]1[CH:20]=[CH:19][CH:18]=[CH:17][CH:16]=1)[C:9]1[CH:14]=[CH:13][CH:12]=[CH:11][CH:10]=1)([OH:4])=[O:3].S(Cl)([Cl:45])=O.[CH2:47](O)[CH2:48][CH3:49]>ClCCl>[ClH:45].[ClH:1].[CH2:47]([O:3][C:2](=[O:4])[CH2:5][NH:6][C@@H:7]([C:21]([N:23]1[CH2:42][CH2:41][CH2:40][C@H:24]1[C:25]([NH:27][CH2:28][C:29]1[CH:30]=[C:31]2[C:36](=[CH:37][CH:38]=1)[C:35]([NH2:39])=[N:34][CH:33]=[CH:32]2)=[O:26])=[O:22])[CH:8]([C:9]1[CH:10]=[CH:11][CH:12]=[CH:13][CH:14]=1)[C:15]1[CH:20]=[CH:19][CH:18]=[CH:17][CH:16]=1)[CH2:48][CH3:49] |f:0.1,5.6.7|. Procedure: To a suspension of N-(carboxymethyl)-β-phenyl-D-phenylalanyl-N-[(1-amino-6-isoquinolyl)methyl]-L-prolinamide hydrochloride (1B; 300 mg. 0.5 mmol) in n-propanol (5 ml) was added dropwise thionyl chloride (0.4 ml). After stirring for 3 days the solution was diluted with dichloromethane, washed with 5% aqueous sodium bicarbonate solution and evaporated to dryness. The crude product was purified by reverse phase HPLC and then converted to the hydrochloride salt by dissolving in a small amount of met... Reaction SMILES: C([N:6]1[CH2:11][CH2:10][N:9]([CH:12]2[C:18]3[CH:19]=[C:20]([F:23])[CH:21]=[CH:22][C:17]=3[S:16][C:15]3[CH:24]=[CH:25][C:26]([Cl:28])=[CH:27][C:14]=3[CH2:13]2)[CH2:8][CH2:7]1)(OCC)=O.C(O)CO.[OH-].[K+]>O>[Cl:28][C:26]1[CH:25]=[CH:24][C:15]2[S:16][C:17]3[CH:22]=[CH:21][C:20]([F:23])=[CH:19][C:18]=3[CH:12]([N:9]3[CH2:10][CH2:11][NH:6][CH2:7][CH2:8]3)[CH2:13][C:14]=2[CH:27]=1 |f:2.3|. Reported procedure: 24 G. of 2,10-dichloro-8-fluoro-10,11-dihydro-dibenzo[b,f]thiepin in 80 ml. of chloroform are heated together with 38.4 g. of 1-carbethoxy-piperazine under reflux conditions for 20 hours. The reaction mixture is poured over ice water and extracted with chloforom. The organic phase is dried over magnesium sulfate and evaporated under reduced pressure, whereby there is obtained oily 1-carbethoxy-4-(2-chloro-8-fluoro-10,11-dihydro-dibenzo [b,f]thiepin-10-yl)-piperazine. 24.5 G. of 1-carbethoxy-4-(2... Starting materials: C(=O)(OCC)N1CCN(CC1)C1CC2=C(SC3=C1C=C(C=C3)F)C=CC(=C2)Cl (1-carbethoxy-4-(2-chloro-8-fluoro-10,11-dihydro-dibenzo[b,f]thiepin-10-yl)-piperazine), C(CO)O (ethyleneglycol), [OH-].[K+] (potassium hydroxide). Run in O (water), O (water). Yields the product ClC1=CC2=C(SC3=C(C(C2)N2CCNCC2)C=C(C=C3)F)C=C1 (1-(2-chloro-8-fluoro-10,11-dihydro-dibenzo[b,f]-thiepin-10-yl)-piperazine). The reactants are solution, Cl (hydrogen chloride), C(C)(C)(C)OC(=O)N1C(CCCC1)CCOC1=C(C=CC=C1)CCCCC1=CC(=CC=C1)OC (1-t-butoxycarbonyl-2-(2-{2-[4-(3-methoxyphenyl)butyl]phenoxy}ethyl)piperidine). The solvent is O1CCOCC1 (dioxane), O1CCOCC1 (dioxane). Reaction conditions: time 30 minute. Yields the product Cl.COC=1C=C(C=CC1)CCCCC1=C(OCCC2NCCCC2)C=CC=C1 (2-(2-{2-[4-(3-Methoxyphenyl)butyl]phenoxy}ethyl) piperidine hydrochloride). The yield is 80.0%. As a reaction SMILES: C(OC([N:8]1[CH2:13][CH2:12][CH2:11][CH2:10][CH:9]1[CH2:14][CH2:15][O:16][C:17]1[CH:22]=[CH:21][CH:20]=[CH:19][C:18]=1[CH2:23][CH2:24][CH2:25][CH2:26][C:27]1[CH:32]=[CH:31][CH:30]=[C:29]([O:33][CH3:34])[CH:28]=1)=O)(C)(C)C.[ClH:35]>O1CCOCC1>[ClH:35].[CH3:34][O:33][C:29]1[CH:28]=[C:27]([CH2:26][CH2:25][CH2:24][CH2:23][C:18]2[CH:19]=[CH:20][CH:21]=[CH:22][C:17]=2[O:16][CH2:15][CH2:14][CH:9]2[CH2:10][CH2:11][CH2:12][CH2:13][NH:8]2)[CH:32]=[CH:31][CH:30]=1 |f:3.4|. Reported procedure: 400 mg of 1-t-butoxycarbonyl-2-(2-{2-[4-(3-methoxyphenyl)butyl]phenoxy}ethyl)piperidine [prepared as described in step (a) above] were dissolved in 2 ml of dioxane, and 2 ml of a 4N solution of hydrogen chloride in dioxane were added to the solution, which was then allowed to stand at room temperature for 30 minutes. At the end of this time, the solution was concentrated by distillation under reduced pressure, and the resulting oil was dissolved in diethyl ether and allowed to stand at room temp... The reactants are [N+](=O)([O-])C=1C=C2C(=CNC2=CC1)C1=CN2CCC1CC2 (3-(5-nitro-1H-indol-3-yl)-1-azabicyclo[2.2.2]oct-2-ene), [H][H] (hydrogen). Reagents/catalysts: [Pd] (Pd/C). Solvent: CO (methanol). Product: N12CC(C(CC1)CC2)C2=CNC1=CC=C(C=C21)N (3-(1-azabicyclo[2.2.2]-oct-3-yl)-1H-indol-5-ylamine). RXN SMILES: [N+:1]([C:4]1[CH:5]=[C:6]2[C:10](=[CH:11][CH:12]=1)[NH:9][CH:8]=[C:7]2[C:13]1[CH:18]2[CH2:19][CH2:20][N:15]([CH2:16][CH2:17]2)[CH:14]=1)([O-])=O.[H][H]>CO.[Pd]>[N:15]12[CH2:16][CH2:17][CH:18]([CH2:19][CH2:20]1)[CH:13]([C:7]1[C:6]3[C:10](=[CH:11][CH:12]=[C:4]([NH2:1])[CH:5]=3)[NH:9][CH:8]=1)[CH2:14]2. Procedure: 0.2 g of Pd/C (10%) is added to a suspension of 7.4 mmol of 3-(5-nitro-1H-indol-3-yl)-1-azabicyclo[2.2.2]oct-2-ene in 50 ml of methanol, and the mixture is stirred at room temperature for 12 hours in a hydrogen atmosphere at atmospheric pressure. The mixture is filtered, and the filter residue is subjected to conventional work-up, giving 3-(1-azabicyclo[2.2.2]-oct-3-yl)-1H-indol-5-ylamine. Starting materials: [Li]CCCC, C[Si](C)(C)Cl, CCCCCC, c1cocn1. Yields the product C[Si](C)(C)c1ncco1. As a reaction SMILES: [CH2:1]([Li:2])[CH2:3][CH2:4][CH3:5].[CH3:11][Si:12]([CH3:13])([CH3:14])[Cl:15].[CH3:16][CH2:17][CH2:18][CH2:19][CH2:20][CH3:21].[o:6]1[cH:7][n:8][cH:9][cH:10]1>>[o:6]1[c:7]([Si:12]([CH3:11])([CH3:13])[CH3:14])[n:8][cH:9][cH:10]1. Starting materials: NC=1SC=C(N1)C(=O)OCC (ethyl 2-aminothiazol-4-carboxylate), C1CC(=O)N(C1=O)Cl (NCS), N(=O)OCCC(C)C (isoamyl nitrite). Run in C(C)#N (acetonitrile). Product: ClC1=C(N=CS1)C(=O)OCC (ethyl 5-chlorothiazol-4-carboxylate). Yield: 84.8%. RXN SMILES: N[C:2]1[S:3][CH:4]=[C:5]([C:7]([O:9][CH2:10][CH3:11])=[O:8])[N:6]=1.C1C(=O)N([Cl:19])C(=O)C1.N(OCCC(C)C)=O>C(#N)C>[Cl:19][C:4]1[S:3][CH:2]=[N:6][C:5]=1[C:7]([O:9][CH2:10][CH3:11])=[O:8]. Reported procedure: 21 g (123 mmol) ethyl 2-aminothiazol-4-carboxylate (Example 30, step 1) was added to 150 ml acetonitrile, and 18.4 g (137 mmol) NCS was added portionwise, to carry out reaction at room temperature overnight; and then, 19 ml (137 mmol) isoamyl nitrite was added rapidly dropwise, followed by continuing the reaction for 2 hr after complete of addition. The resultant reaction mixture was concentrated, then ethyl acetate and water were added, and filtered to remove insoluble solids. The organic phase...